This data is from the Open Reaction Database (ORD), a public repository of structured organic reaction records. The task is: describe an organic reaction: reactants, conditions, products, and yield The reactants are COC1=CC(=C2CCCCC2=C1)C (7-methoxy-5-methyl-1,2,3,4-tetrahydronaphthalene). Reagents/catalysts: [Pd] (palladium on charcoal). The solvent is C1(=CC=CC=C1)OC1=CC=CC=C1 (diphenyl ether). Yields the product COC1=CC2=CC=CC=C2C(=C1)C (2-methoxy-4-methylnaphthalene). As a reaction SMILES: [CH3:1][O:2][C:3]1[CH:12]=[C:11]2[C:6]([CH2:7][CH2:8][CH2:9][CH2:10]2)=[C:5]([CH3:13])[CH:4]=1>[Pd].C1(OC2C=CC=CC=2)C=CC=CC=1>[CH3:1][O:2][C:3]1[CH:4]=[C:5]([CH3:13])[C:6]2[C:11](=[CH:10][CH:9]=[CH:8][CH:7]=2)[CH:12]=1. Reported procedure: A mixture of 7-methoxy-5-methyl-1,2,3,4-tetrahydronaphthalene (1.0 g) and 10% palladium on charcoal (1.0 g) was stirred and heated in diphenyl ether (2 ml) at 200° C. for 1 hr. The mixture was purified by column chromatography over silica with light petroleum/dichloromethane (1:1 v/v) elution to give 2-methoxy-4-methylnaphthalene as a low melting point solid. Pmr spectrum (CDCl3 ; δ in ppm): 2.64 (3H,s); 3.89 (3H,s); 7.0-7.9 (6H,m). The reactants are organoaluminum, C(C(C)C)[Al](CC(C)C)CC(C)C (triisobutylaluminum), O (water). Yields the product O.C(C(C)C)[Al](CC(C)C)CC(C)C (water triisobutylaluminum). Reaction SMILES: [CH2:1]([Al:5]([CH2:10][CH:11]([CH3:13])[CH3:12])[CH2:6][CH:7]([CH3:9])[CH3:8])[CH:2]([CH3:4])[CH3:3].[OH2:14]>>[OH2:14].[CH2:10]([Al:5]([CH2:1][CH:2]([CH3:4])[CH3:3])[CH2:6][CH:7]([CH3:9])[CH3:8])[CH:11]([CH3:13])[CH3:12] |f:2.3|. Procedure: The same procedure as in Example 23 was repeated, except that the organoaluminum compounds used in Example 23 were replaced by triisobutylaluminum alone and the amount of water added was changed so as to give a water/triisobutylaluminum molar ratio of 1.0. The results of measurement are shown in Table 4. Reactants: Clc1nc2ccccc2[nH]1, Nc1ccc(Cl)c(Cl)c1. Product: Cl, Clc1ccc(Nc2nc3ccccc3[nH]2)cc1Cl. As a reaction SMILES: [Cl:1][c:2]1[nH:3][c:4]2[c:5]([n:6]1)[cH:7][cH:8][cH:9][cH:10]2.[NH2:11][c:12]1[cH:13][cH:14][c:15]([Cl:16])[c:17]([Cl:18])[cH:19]1>>[ClH:1].[c:2]1([NH:11][c:12]2[cH:13][cH:14][c:15]([Cl:16])[c:17]([Cl:18])[cH:19]2)[nH:3][c:4]2[c:5]([n:6]1)[cH:7][cH:8][cH:9][cH:10]2. Reactants: Clc1cc(Br)cc2c1NCC2, CCC(COC)n1cc(Cl)nc(Cl)c1=O. Product: CCC(COC)n1cc(Cl)nc(N2CCc3cc(Br)cc(Cl)c32)c1=O. As a reaction SMILES: [Br:16][c:17]1[cH:18][c:19]2[c:23]([c:24]([Cl:26])[cH:25]1)[NH:22][CH2:21][CH2:20]2.[Cl:1][c:2]1[c:3](=[O:15])[n:4]([CH:9]([CH2:10][CH3:11])[CH2:12][O:13][CH3:14])[cH:5][c:6]([Cl:8])[n:7]1>>[c:2]1([N:22]2[CH2:21][CH2:20][c:19]3[cH:18][c:17]([Br:16])[cH:25][c:24]([Cl:26])[c:23]32)[c:3](=[O:15])[n:4]([CH:9]([CH2:10][CH3:11])[CH2:12][O:13][CH3:14])[cH:5][c:6]([Cl:8])[n:7]1. The reactants are ClCCCBr, O=C([O-])[O-], CC#N, [K+], [K+], O=C1Cc2ccccc2N1. The product is O=C1Cc2ccccc2N1CCCCl. Reaction SMILES: [Br:11][CH2:12][CH2:13][CH2:14][Cl:15].[C:16](=[O:17])([O-:18])[O-:19].[CH3:22][C:23]#[N:24].[K+:20].[K+:21].[NH:1]1[C:2](=[O:10])[CH2:3][c:4]2[cH:5][cH:6][cH:7][cH:8][c:9]21>>[N:1]1([CH2:12][CH2:13][CH2:14][Cl:15])[C:2](=[O:10])[CH2:3][c:4]2[cH:5][cH:6][cH:7][cH:8][c:9]21. Reactants: C1OC=2C=C(CCN)C=CC2OC1 (3,4-ethylenedioxyphenethylamine), ClC=1C2=C(N=C(N1)C1=CC=NO1)SC=C2C (4-chloro-2-(isoxazol-5-yl)-5-methyl-thieno-[2,3-d]-pyrimidine). The product is O1N=CC=C1C=1N=C(C2=C(N1)SC=C2C)NCCC2=CC1=C(C=C2)OCCO1 (2-(isoxazol-5-yl)-4-(3,4-ethylenedioxyphenethylamino)-5-methyl-thieno-[2,3-d]-pyrimidine). RXN SMILES: [CH2:1]1[CH2:13][O:12][C:11]2[CH:10]=[CH:9][C:5]([CH2:6][CH2:7][NH2:8])=[CH:4][C:3]=2[O:2]1.Cl[C:15]1[C:16]2[C:28]([CH3:29])=[CH:27][S:26][C:17]=2[N:18]=[C:19]([C:21]2[O:25][N:24]=[CH:23][CH:22]=2)[N:20]=1>>[O:25]1[C:21]([C:19]2[N:20]=[C:15]([NH:8][CH2:7][CH2:6][C:5]3[CH:9]=[CH:10][C:11]4[O:12][CH2:13][CH2:1][O:2][C:3]=4[CH:4]=3)[C:16]3[C:28]([CH3:29])=[CH:27][S:26][C:17]=3[N:18]=2)=[CH:22][CH:23]=[N:24]1. Procedure: With the procedure of Example 1, the reaction of 3,4-ethylenedioxyphenethylamine with 4-chloro-2-(isoxazol-5-yl)-5-methyl-thieno-[2,3-d]-pyrimidine yields 2-(isoxazol-5-yl)-4-(3,4-ethylenedioxyphenethylamino)-5-methyl-thieno-[2,3-d]-pyrimidine. Procedure: Ethyl 2-bromopropionate (0.0001 mol) was added to a mixture of intermediate (12) (0.000084 mol) and tri-n-butylthiourea (TBTU) (0.000168 mol) in DIPEA (4 ml). The reaction mixture was shaken for 2 hours at 70° C. The reaction mixture was cooled to room temperature, filtered and the filtrate was evaporated. The residue was dissolved in DCM (4 ml), then washed with water (2 ml). The mixture was filtered through Extrelut™ and the filter residue was washed with DCM (2×3 ml). The filtrate was evapora... Run at temperature 70 celsius, time 2 hour. The reactants are BrC(C(=O)OCC)C (Ethyl 2-bromopropionate), Cl.C1(=CC=CC=C1)C(C(=O)O)N1CCC(CC1)C1=CC=C(C=C1)NC(=O)C1=C(C=CC=C1)C1=CC=C(C=C1)C(F)(F)F (α-phenyl-4-[4-[[[4′-(trifluoromethyl)[1,1′-biphenyl]-2-yl]carbonyl]-amino]phenyl]-1-piperidineacetic acid monohydrochloride), C(CCC)NC(N(CCCC)CCCC)=S (tri-n-butylthiourea). Isolated yield 0.5%. As a reaction SMILES: BrC(C)C(OCC)=O.Cl.C1([CH:16]([N:20]2[CH2:25][CH2:24][CH:23](C3C=CC(NC(C4C=CC=CC=4C4C=CC(C(F)(F)F)=CC=4)=O)=CC=3)[CH2:22][CH2:21]2)[C:17]([OH:19])=[O:18])C=CC=CC=1.C(NC(=S)N(CCCC)CCCC)CCC>CCN(C(C)C)C(C)C>[N:20]1([CH2:16][C:17]([OH:19])=[O:18])[CH2:25][CH2:24][CH2:23][CH2:22][CH2:21]1 |f:1.2|. Product: NH4OAc, N1(CCCCC1)CC(=O)O (1-piperidineacetic acid). The solvent is CCN(C(C)C)C(C)C (DIPEA). Reactants: C(C)(C)(C)N1C(N(CC2=C1C=C(N=C2)Cl)C2=CC(=C(C=C2)F)[N+](=O)[O-])=O (1-tert-butyl-7-chloro-3-(4-fluoro-3-nitrophenyl)-3,4-dihydropyrido[4,3-d]pyrimidin-2(1H)-one), Cl (HCl). Reagents/catalysts: [Fe] (Iron). Run in CCO.O (EtOH H2O). Run at temperature 40 celsius, time 30 minute. Yields the product NC=1C=C(C=CC1F)N1C(N(C2=C(C1)C=NC(=C2)Cl)C(C)(C)C)=O (3-(3-amino-4-fluorophenyl)-1-tert-butyl-7-chloro-3,4-dihydropyrido[4,3-d]pyrimidin-2(1H)-one). Isolated yield 61.7%. As a reaction SMILES: [C:1]([N:5]1[C:10]2[CH:11]=[C:12]([Cl:15])[N:13]=[CH:14][C:9]=2[CH2:8][N:7]([C:16]2[CH:21]=[CH:20][C:19]([F:22])=[C:18]([N+:23]([O-])=O)[CH:17]=2)[C:6]1=[O:26])([CH3:4])([CH3:3])[CH3:2].Cl>[Fe].CCO.O>[NH2:23][C:18]1[CH:17]=[C:16]([N:7]2[CH2:8][C:9]3[CH:14]=[N:13][C:12]([Cl:15])=[CH:11][C:10]=3[N:5]([C:1]([CH3:3])([CH3:2])[CH3:4])[C:6]2=[O:26])[CH:21]=[CH:20][C:19]=1[F:22] |f:3.4|. Reported procedure: Iron powder was added (5.2 g, 93 mmol) in portions to a solution of 1-tert-butyl-7-chloro-3-(4-fluoro-3-nitrophenyl)-3,4-dihydropyrido[4,3-d]pyrimidin-2(1H)-one (3.5 g, 9.3 mmol) and conc. HCl (0.35 mL, 4.2 mmol) in 10/1 EtOH/H2O (11 mL). The resulting mixture was stirred at 40° C. for 30 min. The reaction mixture was filtered and the filter cake was washed with EtOH. The ethanolic filtrate was concentrated and the residue was partitioned between EtOAc and H2O. The aqueous layer was extracted wi... Reactants: ClC1=NC(=NC(=N1)Cl)NCCCC (2,4-dichloro-6-n-butylamino-1,3,5-triazine), C1(CCCCC1)ON1C(CC(CC1(C)C)NCCCC)(C)C (1-cyclohexyloxy-4-n-butylamino-2,2,6,6-tetramethylpiperidine), [OH-].[Na+] (sodium hydroxide). The solvent is C=1(C(=CC=CC1)C)C (xylene). Yields the product C1(CCCCC1)ON1C(CC(CC1(C)C)N(C1=NC(=NC(=N1)N(C1CC(N(C(C1)(C)C)OC1CCCCC1)(C)C)CCCC)NCCCC)CCCC)(C)C (2,4-bis[N-(1-cyclohexyloxy-2,2,6,6-tetramethylpiperidin-4-yl)-n-butylamino]-6-n-butylamino-1,3,5-triazine). Isolated yield 43.9%. Reaction SMILES: Cl[C:2]1[N:7]=[C:6](Cl)[N:5]=[C:4]([NH:9][CH2:10][CH2:11][CH2:12][CH3:13])[N:3]=1.[CH:14]1([O:20][N:21]2[C:26]([CH3:28])([CH3:27])[CH2:25][CH:24]([NH:29][CH2:30][CH2:31][CH2:32][CH3:33])[CH2:23][C:22]2([CH3:35])[CH3:34])[CH2:19][CH2:18][CH2:17][CH2:16][CH2:15]1.[OH-:36].[Na+]>C1(C)C(C)=CC=CC=1>[CH:14]1([O:20][N:21]2[C:22]([CH3:34])([CH3:35])[CH2:23][CH:24]([N:29]([CH2:30][CH2:31][CH2:32][CH3:33])[C:2]3[N:7]=[C:6]([N:29]([CH2:30][CH2:31][CH2:32][CH3:33])[CH:24]4[CH2:23][C:22]([CH3:34])([CH3:35])[N:21]([O:36][CH:19]5[CH2:14][CH2:15][CH2:16][CH2:17][CH2:18]5)[C:26]([CH3:28])([CH3:27])[CH2:25]4)[N:5]=[C:4]([NH:9][CH2:10][CH2:11][CH2:12][CH3:13])[N:3]=3)[CH2:25][C:26]2([CH3:27])[CH3:28])[CH2:15][CH2:16][CH2:17][CH2:18][CH2:19]1 |f:2.3|. Reported procedure: A mixture of 5.0 g (22.5 mmol) of 2,4-dichloro-6-n-butylamino-1,3,5-triazine, 21.1 g (67.8 mmol) of 1-cyclohexyloxy-4-n-butylamino-2,2,6,6-tetramethylpiperidine, 100 ml of xylene, and 5.4 g of 50% aqueous sodium hydroxide is heated at reflux for 16 hours. The reaction mixture is partitioned between ether and water. The ether layer is washed with 1N HCl (2×100 ml), saturated sodium bicarbonate (100 ml) and saturated sodium chloride (100 ml), then dried over magnesium sulfate and concentrated. The...